This data is from the Open Reaction Database (ORD), a public repository of structured organic reaction records. The task is: describe an organic reaction: reactants, conditions, products, and yield Reactants: ClC1=CC=C2C(CCNC2=C1)=O (7-chloro-2,3-dihydro-4(lH)-quinolinone), N1=CC=CC=C1 (pyridine), C(C)SC1=NC=CC=C1C(=O)Cl (2-ethylthio-3-pyridylcarbonyl chloride). The solvent is O1CCOCC1 (dioxane). Reaction conditions: temperature 5 celsius. The product is ClC1=CC=C2C(CCN(C2=C1)C(=O)C=1C(=NC=CC1)SCC)=O (7-chloro-l-(2-ethylthio-3-pyridylcarbonyl)-2,3-dihydro-4(lH)-quinolinone). RXN SMILES: [Cl:1][C:2]1[CH:11]=[C:10]2[C:5]([C:6](=[O:12])[CH2:7][CH2:8][NH:9]2)=[CH:4][CH:3]=1.N1C=CC=CC=1.[CH2:19]([S:21][C:22]1[C:27]([C:28](Cl)=[O:29])=[CH:26][CH:25]=[CH:24][N:23]=1)[CH3:20]>O1CCOCC1>[Cl:1][C:2]1[CH:11]=[C:10]2[C:5]([C:6](=[O:12])[CH2:7][CH2:8][N:9]2[C:28]([C:27]2[C:22]([S:21][CH2:19][CH3:20])=[N:23][CH:24]=[CH:25][CH:26]=2)=[O:29])=[CH:4][CH:3]=1. Procedure: To a mixture of 7-chloro-2,3-dihydro-4(lH)-quinolinone (25 g), pyridine (32 g) and dioxane (200 ml) was added dropwise 2-ethylthio-3-pyridylcarbonyl chloride (37 under cooling at 0 C. to 5° C. with stirring. The mixture was allowed to react at room temperature for additional 3 hours. The reaction mixture was subjected to the procedure described in example 1, and 43 g of 7-chloro-l-(2-ethylthio-3-pyridylcarbonyl)-2,3-dihydro-4(lH)-quinolinone was obtained as white crystal. Reactants: C(C)(C)(C)[Si](OC1=C(C=C(C=C1)C1=C(C=CC=C1)NC(C(OCC#C)C1=CC=C(C=C1)Cl)=O)OC)(C1=CC=CC=C1)C1=CC=CC=C1 (N-[4′-(tert-butyl-diphenyl-silanyloxy)-3′-methoxy-biphenyl-2-yl]-2-(4-chlorophenyl)-2-prop-2-ynyloxy-acetamide), [F-].C(CCC)[N+](CCCC)(CCCC)CCCC (tetrabutylammonium fluoride). Run in ClCCl (dichloromethane). Product: ClC1=CC=C(C=C1)C(C(=O)NC1=C(C=CC=C1)C1=CC(=C(C=C1)O)OC)OCC#C (2-(4–Chlorophenyl)-N-(4′-hydroxy-3′-methoxy-biphenyl-2-yl)-2-prop-2-ynyloxy-acetamide). As a reaction SMILES: C([Si](C1C=CC=CC=1)(C1C=CC=CC=1)[O:6][C:7]1[CH:12]=[CH:11][C:10]([C:13]2[CH:18]=[CH:17][CH:16]=[CH:15][C:14]=2[NH:19][C:20](=[O:33])[CH:21]([C:26]2[CH:31]=[CH:30][C:29]([Cl:32])=[CH:28][CH:27]=2)[O:22][CH2:23][C:24]#[CH:25])=[CH:9][C:8]=1[O:34][CH3:35])(C)(C)C.[F-].C([N+](CCCC)(CCCC)CCCC)CCC>ClCCl>[Cl:32][C:29]1[CH:28]=[CH:27][C:26]([CH:21]([O:22][CH2:23][C:24]#[CH:25])[C:20]([NH:19][C:14]2[CH:15]=[CH:16][CH:17]=[CH:18][C:13]=2[C:10]2[CH:11]=[CH:12][C:7]([OH:6])=[C:8]([O:34][CH3:35])[CH:9]=2)=[O:33])=[CH:31][CH:30]=1 |f:1.2|. Procedure details: A solution of 10.2 g (15.5 mmol) N-[4′-(tert-butyl-diphenyl-silanyloxy)-3′-methoxy-biphenyl-2-yl]-2-(4-chlorophenyl)-2-prop-2-ynyloxy-acetamide and 24.5 g (77.5 mmol) tetrabutylammonium fluoride in 200 ml of dichloromethane is stirred for 4 hours at room temperature. After extracting with water/ethyl acetate and evaporation of the organic phase, the residue is subjected to flash-chromatography (ethyl acetate/hexane 4:6). Yield: 2-(4-chlorophenyl)-N-(4′-hydroxy-3′-methoxy-biphenyl-2-yl)-2-prop-2-... The reactants are ClC1=NC=CC2=C1NC(=N2)CC2=CC=C(C=C2)NC(=O)NC2=C(C=CC(=C2)C(F)(F)F)F (1-[4-(4-chloro-3H-imidazo[4,5-c]pyridin-2-ylmethyl)phenyl]-3-(2-fluoro-5-trifluoromethylphenyl)urea), C(=O)O (formic acid). Yields the product OC1=NC=CC2=C1NC(=N2)CC2=CC=C(C=C2)NC(=O)NC2=C(C=CC(=C2)C(F)(F)F)F (1-[4-(4-hydroxy-3H-imidazo[4,5-c]pyridin-2-ylmethyl)phenyl]-3-(2-fluoro-5-trifluoromethylphenyl)urea). Reaction SMILES: Cl[C:2]1[C:7]2[NH:8][C:9]([CH2:11][C:12]3[CH:17]=[CH:16][C:15]([NH:18][C:19]([NH:21][C:22]4[CH:27]=[C:26]([C:28]([F:31])([F:30])[F:29])[CH:25]=[CH:24][C:23]=4[F:32])=[O:20])=[CH:14][CH:13]=3)=[N:10][C:6]=2[CH:5]=[CH:4][N:3]=1.C(O)=[O:34]>>[OH:34][C:2]1[C:7]2[NH:8][C:9]([CH2:11][C:12]3[CH:17]=[CH:16][C:15]([NH:18][C:19]([NH:21][C:22]4[CH:27]=[C:26]([C:28]([F:31])([F:30])[F:29])[CH:25]=[CH:24][C:23]=4[F:32])=[O:20])=[CH:14][CH:13]=3)=[N:10][C:6]=2[CH:5]=[CH:4][N:3]=1. Reported procedure: 2.4 A solution of 50 mg of “A2” in 1 ml of formic acid (98-100%) is refluxed for 8 hours and subsequently purified via an RP18 column, giving 3 mg of 1-[4-(4-hydroxy-3H-imidazo[4,5-c]pyridin-2-ylmethyl)phenyl]-3-(2-fluoro-5-trifluoromethylphenyl)urea (“A3”), Rf 2.88.